From a dataset of the Open Reaction Database (ORD), a public repository of structured organic reaction records. describe an organic reaction: reactants, conditions, products, and yield Run at temperature 0 celsius, time 14 hour. Starting materials: C1(=CC=CC=C1)P(C1=CC=CC=C1)C1=CC=CC=C1 (triphenylphosphine), N1C=NC=C1 (imidazole), II (iodine), S(=S)(=O)([O-])[O-].[Na+].[Na+] (sodium thiosulfate), OC1CCN(CC1)C(=O)OCC[Si](C)(C)C (2-trimethylsilanylethyl 4-hydroxypiperidine-1-carboxylate). As a reaction SMILES: O[CH:2]1[CH2:7][CH2:6][N:5]([C:8]([O:10][CH2:11][CH2:12][Si:13]([CH3:16])([CH3:15])[CH3:14])=[O:9])[CH2:4][CH2:3]1.C1(P(C2C=CC=CC=2)C2C=CC=CC=2)C=CC=CC=1.N1C=CN=C1.[I:41]I.S([O-])([O-])(=O)=S.[Na+].[Na+]>ClCCl.ClC(Cl)(Cl)Cl>[I:41][CH:2]1[CH2:7][CH2:6][N:5]([C:8]([O:10][CH2:11][CH2:12][Si:13]([CH3:16])([CH3:15])[CH3:14])=[O:9])[CH2:4][CH2:3]1 |f:4.5.6|. Procedure: 12.5 g of 2-trimethylsilanylethyl 4-hydroxypiperidine-1-carboxylate were dissolved in 136 ml of dichloromethane and 264 ml of tetrachloromethane. The solution was cooled to 0° C. and then 16 g of triphenylphosphine, 4.2 g of imidazole and 15.8 g of iodine were successively added. The mixture was slowly allowed to reach room temperature and was stirred for 14 h. Then 300 ml of a saturated sodium thiosulfate solution were added to the solution. The mixture was stirred until it was colorless. The a... The solvent is ClCCl (dichloromethane), ClC(Cl)(Cl)Cl (tetrachloromethane). The product is IC1CCN(CC1)C(=O)OCC[Si](C)(C)C (2-Trimethylsilanylethyl 4-iodopiperidine-1-carboxylate). Reactants: I/C=C/C1=C(C=CC(=C1)C)C1=CC=C(C=C1)C (2-((E)-2-iodovinyl)-4,4'-dimethylbiphenyl), C(#C)C1=CC=C(C(=O)OC)C=C1 (methyl 4-ethynylbenzoate). The product is CC1=CC(=C(C=C1)C1=CC=C(C=C1)C)C=CC#CC1=CC=C(C(=O)O)C=C1 (4-[4-(4,4'-Dimethylbiphenyl-2-yl)but-3-en-1-ynyl]benzoic acid). Yield: 10.4%. RXN SMILES: I/[CH:2]=[CH:3]/[C:4]1[CH:9]=[C:8]([CH3:10])[CH:7]=[CH:6][C:5]=1[C:11]1[CH:16]=[CH:15][C:14]([CH3:17])=[CH:13][CH:12]=1.[C:18]([C:20]1[CH:29]=[CH:28][C:23]([C:24]([O:26]C)=[O:25])=[CH:22][CH:21]=1)#[CH:19]>>[CH3:10][C:8]1[CH:7]=[CH:6][C:5]([C:11]2[CH:16]=[CH:15][C:14]([CH3:17])=[CH:13][CH:12]=2)=[C:4]([CH:3]=[CH:2][C:19]#[C:18][C:20]2[CH:29]=[CH:28][C:23]([C:24]([OH:26])=[O:25])=[CH:22][CH:21]=2)[CH:9]=1. Reported procedure: In a similar manner to that of Example 1(e), by reaction of 4.00 g (12.0 mmol) of 2-((E)-2-iodovinyl)-4,4'-dimethylbiphenyl obtained in Example 12(f) with 1.74 g (10.9 mmol) of methyl 4-ethynylbenzoate, 400 mg (10%) of the expected compound are obtained in the form of yellow flakes with a melting point of 95-97° C.